From a dataset of the Open Reaction Database (ORD), a public repository of structured organic reaction records. describe an organic reaction: reactants, conditions, products, and yield Reported procedure: 2-Methyl-1H-indol-4-ol (0.58 g, 3.9 mmol) and THF (20 mL) were placed in a round bottom flask and stirred at room temperature. Sodium bis(trimethylsilyl) amide (3.9 mL, [1M] in THF) was then slowly added to the reaction mixture. After fifteen minutes of stirring at room temperature (R)-glycidyl-3-nitrobenzenesulfonate was added and the reaction mixture was allowed to stir overnight. Work up of the reaction mixture was carried out with saturated sodium carbonate solution and ethyl acetate. The or... Reactants: C([O-])([O-])=O.[Na+].[Na+] (sodium carbonate), CC=1NC=2C=CC=C(C2C1)O (2-Methyl-1H-indol-4-ol), C[Si](C)(C)[N-][Si](C)(C)C.[Na+] (Sodium bis(trimethylsilyl) amide), C([C@H]1CO1)OS(=O)(=O)C1=CC(=CC=C1)[N+](=O)[O-] ((R)-glycidyl-3-nitrobenzenesulfonate). As a reaction SMILES: [CH3:1][C:2]1[NH:3][C:4]2[CH:5]=[CH:6][CH:7]=[C:8]([OH:11])[C:9]=2[CH:10]=1.C[Si]([N-][Si](C)(C)C)(C)C.[Na+].[CH2:22](OS(C1C=CC=C([N+]([O-])=O)C=1)(=O)=O)[C@@H:23]1[O:25][CH2:24]1.C(=O)([O-])[O-].[Na+].[Na+]>C(OCC)(=O)C.C1COCC1>[CH3:1][C:2]1[NH:3][C:4]2[C:9]([CH:10]=1)=[C:8]([O:11][CH2:22][C@@H:23]1[CH2:24][O:25]1)[CH:7]=[CH:6][CH:5]=2 |f:1.2,4.5.6|. The solvent is C1CCOC1 (THF), C(C)(=O)OCC (ethyl acetate). Yields the product CC=1NC2=CC=CC(=C2C1)OC[C@H]1OC1 ((S)-2-Methyl-4-oxiranylmethoxy-1H-indole). The reactants are C(C=C)(=O)Cl (acryloyl chloride), C([O-])(O)=O.[Na+] (sodium bicarbonate), NC=1C=C(C=CC1)NC1=NC(=NC=C1F)NC1=CC=C(C=C1)OCOCCOC (N4-(3-aminophenyl)-5-fluoro-N2-(4-((2-methoxyethoxy)methoxy)phenyl)pyrimidine-2,4-diamine), C(Cl)(Cl)Cl.CO (chloroform methanol). Solvent: O (water), C(Cl)Cl (DCM), C(Cl)Cl (DCM). Run at temperature -30 celsius, time 40 minute. The product is FC=1C(=NC(=NC1)NC1=CC=C(C=C1)OCOCCOC)NC=1C=C(C=CC1)NC(C=C)=O (N-(3-((5-fluoro-2-((4-((2-methoxyethoxy)methoxy)phenyl)amino)pyrimidin-4-yl)amino)phenyl)acrylamide). RXN SMILES: [NH2:1][C:2]1[CH:3]=[C:4]([NH:8][C:9]2[C:14]([F:15])=[CH:13][N:12]=[C:11]([NH:16][C:17]3[CH:22]=[CH:21][C:20]([O:23][CH2:24][O:25][CH2:26][CH2:27][O:28][CH3:29])=[CH:19][CH:18]=3)[N:10]=2)[CH:5]=[CH:6][CH:7]=1.[C:30](Cl)(=[O:33])[CH:31]=[CH2:32].C(Cl)(Cl)Cl.CO.C(=O)(O)[O-].[Na+]>C(Cl)Cl.O>[F:15][C:14]1[C:9]([NH:8][C:4]2[CH:3]=[C:2]([NH:1][C:30](=[O:33])[CH:31]=[CH2:32])[CH:7]=[CH:6][CH:5]=2)=[N:10][C:11]([NH:16][C:17]2[CH:22]=[CH:21][C:20]([O:23][CH2:24][O:25][CH2:26][CH2:27][O:28][CH3:29])=[CH:19][CH:18]=2)=[N:12][CH:13]=1 |f:2.3,4.5|. Procedure details: In a 50 mL, 3-neck RBF equipped with a magnetic stirrer, calcium chloride guard tube and thermo pocket was charged N4-(3-aminophenyl)-5-fluoro-N2-(4-((2-methoxyethoxy)methoxy)phenyl)pyrimidine-2,4-diamine (0.380 g) in DCM (10 mL) and was cooled to −30° C. To the reaction mixture was slowly added acryloyl chloride solution in DCM (0.090 g in 5.0 mL DCM) and the reaction mixture was stirred at −30° C. for approx. 40 minutes. The reaction was monitored on TLC using chloroform:methanol (9.6:0.4) as ...